From a dataset of the Open Reaction Database (ORD), a public repository of structured organic reaction records. describe an organic reaction: reactants, conditions, products, and yield RXN SMILES: [CH2:23]([CH:24]([CH3:25])[CH3:26])[NH:27][CH2:28][CH:29]([CH3:30])[CH3:31].[CH2:32]1[O:33][CH2:34][CH2:35][CH2:36]1.[CH:1]([N:2]=[C:3]=[N:4][CH:5]([CH3:6])[CH3:7])([CH3:8])[CH3:9].[F:10][c:11]1[c:12]([N+:20](=[O:21])[O-:22])[cH:13][c:14]([C:15](=[O:16])[OH:17])[cH:18][cH:19]1>>[F:10][c:11]1[c:12]([N+:20](=[O:21])[O-:22])[cH:13][c:14]([C:15](=[O:17])[N:27]([CH2:23][CH:24]([CH3:25])[CH3:26])[CH2:28][CH:29]([CH3:30])[CH3:31])[cH:18][cH:19]1. Product: CC(C)CN(CC(C)C)C(=O)c1ccc(F)c([N+](=O)[O-])c1. The reactants are CC(C)CNCC(C)C, C1CCOC1, CC(C)N=C=NC(C)C, O=C(O)c1ccc(F)c([N+](=O)[O-])c1. Reactants: OC1=C(C(N(C(=C1)C)C)=O)C(C=CC1=CC(=CC=C1)CSCC(=O)OC)=O (4-hydroxy-3-[3-[3-[(methoxycarbonylmethylthio)methyl]phenyl]-1-oxo-2-propenyl]-1,6-dimethyl-2(1H)-pyridinone), ClC1=CC(=CC=C1)C(=O)OO (m-chloroperbenzoic acid). Run in C(Cl)Cl (methylene chloride). The product is OC1=C(C(N(C(=C1)C)C)=O)C(C=CC1=CC(=CC=C1)CS(=O)CC(=O)OC)=O (4-hydroxy-3-[3-[3-[(methoxycarbonylmethylsulfinyl)methyl]phenyl]-1-oxo-2-propenyl]-1,6-dimethyl-2(1H)-pyridinone). Isolated yield 31.1%. Reaction SMILES: [OH:1][C:2]1[CH:7]=[C:6]([CH3:8])[N:5]([CH3:9])[C:4](=[O:10])[C:3]=1[C:11](=[O:27])[CH:12]=[CH:13][C:14]1[CH:19]=[CH:18][CH:17]=[C:16]([CH2:20][S:21][CH2:22][C:23]([O:25][CH3:26])=[O:24])[CH:15]=1.ClC1C=CC=C(C(OO)=[O:36])C=1>C(Cl)Cl>[OH:1][C:2]1[CH:7]=[C:6]([CH3:8])[N:5]([CH3:9])[C:4](=[O:10])[C:3]=1[C:11](=[O:27])[CH:12]=[CH:13][C:14]1[CH:19]=[CH:18][CH:17]=[C:16]([CH2:20][S:21]([CH2:22][C:23]([O:25][CH3:26])=[O:24])=[O:36])[CH:15]=1. Procedure details: To a solution of 0.17 g of 4-hydroxy-3-[3-[3-[(methoxycarbonylmethylthio)methyl]phenyl]-1-oxo-2-propenyl]-1,6-dimethyl-2(1H)-pyridinone in 4 ml of methylene chloride was added 0.076 g of m-chloroperbenzoic acid in portions under ice-cooling. After stirred under ice-cooling, the solvent was distilled off under reduced pressure, water was added to the residue, this was extracted with ethyl acetate, washed with an aqueous sodium bicarbonate solution, and further washed with an aqueous saturated sod... The reactants are COC(=O)C(Cc1ccc(-c2ccc(C#N)cc2)cc1)NC(=O)C1Cc2cc3c(cc2CN1)OC(c1ccc(OCc2ccc(Cl)c(Cl)c2)cc1)CO3, O=Cc1ccccn1. Yields the product COC(=O)C(Cc1ccc(-c2ccc(C#N)cc2)cc1)NC(=O)C1Cc2cc3c(cc2CN1Cc1ccccn1)OC(c1ccc(OCc2ccc(Cl)c(Cl)c2)cc1)CO3. RXN SMILES: [CH3:1][O:2][C:3]([CH:4]([CH2:5][c:6]1[cH:7][cH:8][c:9](-[c:12]2[cH:13][cH:14][c:15]([C:18]#[N:19])[cH:16][cH:17]2)[cH:10][cH:11]1)[NH:20][C:21](=[O:22])[CH:23]1[NH:24][CH2:25][c:26]2[cH:27][c:28]3[c:29]([cH:30][c:31]2[CH2:32]1)[O:33][CH2:34][CH:35]([c:37]1[cH:38][cH:39][c:40]([O:43][CH2:44][c:45]2[cH:46][c:47]([Cl:52])[c:48]([Cl:51])[cH:49][cH:50]2)[cH:41][cH:42]1)[O:36]3)=[O:53].[n:54]1[c:55]([CH:60]=[O:61])[cH:56][cH:57][cH:58][cH:59]1>>[CH3:1][O:2][C:3]([CH:4]([CH2:5][c:6]1[cH:7][cH:8][c:9](-[c:12]2[cH:13][cH:14][c:15]([C:18]#[N:19])[cH:16][cH:17]2)[cH:10][cH:11]1)[NH:20][C:21](=[O:22])[CH:23]1[N:24]([CH2:60][c:55]2[n:54][cH:59][cH:58][cH:57][cH:56]2)[CH2:25][c:26]2[cH:27][c:28]3[c:29]([cH:30][c:31]2[CH2:32]1)[O:33][CH2:34][CH:35]([c:37]1[cH:38][cH:39][c:40]([O:43][CH2:44][c:45]2[cH:46][c:47]([Cl:52])[c:48]([Cl:51])[cH:49][cH:50]2)[cH:41][cH:42]1)[O:36]3)=[O:53]. Starting materials: Cl (hydrochloric acid), COC(COC1=C2C(=C(C(=NC2=C(C=C1)Cl)C)CC1=CC=C(C=C1)F)OC(F)F)=O ([8-chloro-4-difluoromethoxy-3-(4-fluorobenzyl)-2-methylquinolin-5-yloxy]acetic acid methyl ester), COC(COC1=C2C(=C(C(=NC2=C(C=C1)Cl)OC(F)F)CC1=CC=C(C=C1)F)C)=O ([8-chloro-2-difluoromethoxy-3-(4-fluorobenzyl)-4-methylquinolin-5-yloxy]acetic acid methyl ester), [OH-].[Li+] (lithium hydroxide). The solvent is O (water), CO (methanol). The product is ClC=1C=CC(=C2C(=C(C(=NC12)C)CC1=CC=C(C=C1)F)OC(F)F)OCC(=O)O ([8-chloro-4-difluoromethoxy-3-(4-fluorobenzyl)-2-methylquinolin-5-yloxy]acetic acid), ClC=1C=CC(=C2C(=C(C(=NC12)OC(F)F)CC1=CC=C(C=C1)F)C)OCC(=O)O ([8-chloro-2-difluoromethoxy-3-(4-fluorobenzyl)-4-methylquinolin-5-yloxy]acetic acid). As a reaction SMILES: C[O:2][C:3](=[O:30])[CH2:4][O:5][C:6]1[CH:15]=[CH:14][C:13]([Cl:16])=[C:12]2[C:7]=1[C:8]([O:26][CH:27]([F:29])[F:28])=[C:9]([CH2:18][C:19]1[CH:24]=[CH:23][C:22]([F:25])=[CH:21][CH:20]=1)[C:10]([CH3:17])=[N:11]2.C[O:32][C:33](=[O:60])[CH2:34][O:35][C:36]1[CH:45]=[CH:44][C:43]([Cl:46])=[C:42]2[C:37]=1[C:38]([CH3:59])=[C:39]([CH2:51][C:52]1[CH:57]=[CH:56][C:55]([F:58])=[CH:54][CH:53]=1)[C:40]([O:47][CH:48]([F:50])[F:49])=[N:41]2.[OH-].[Li+].Cl>O.CO>[Cl:16][C:13]1[CH:14]=[CH:15][C:6]([O:5][CH2:4][C:3]([OH:30])=[O:2])=[C:7]2[C:12]=1[N:11]=[C:10]([CH3:17])[C:9]([CH2:18][C:19]1[CH:20]=[CH:21][C:22]([F:25])=[CH:23][CH:24]=1)=[C:8]2[O:26][CH:27]([F:29])[F:28].[Cl:46][C:43]1[CH:44]=[CH:45][C:36]([O:35][CH2:34][C:33]([OH:60])=[O:32])=[C:37]2[C:42]=1[N:41]=[C:40]([O:47][CH:48]([F:49])[F:50])[C:39]([CH2:51][C:52]1[CH:53]=[CH:54][C:55]([F:58])=[CH:56][CH:57]=1)=[C:38]2[CH3:59] |f:2.3|. Reported procedure: A solution of [8-chloro-4-difluoromethoxy-3-(4-fluorobenzyl)-2-methylquinolin-5-yloxy]acetic acid methyl ester and [8-chloro-2-difluoromethoxy-3-(4-fluorobenzyl)-4-methylquinolin-5-yloxy]acetic acid methyl ester (0.26 g), methanol (5.0 mL), water (3.0 mL) and lithium hydroxide solution (0.13 g mL) was stirred at room temperature for 1 hour. The solution was acidified by the addition of hydrochloric acid, extracted with ethyl acetate and the combined extracts dried over magnesium sulfate. The sol... The reactants are Oc1ncc(Br)c2[nH]c3cc(C(F)(F)F)ccc3c12, CN1CCCC1=O, N#C[Cu]. Product: N#Cc1cnc(O)c2c1[nH]c1cc(C(F)(F)F)ccc12. As a reaction SMILES: [Br:1][c:2]1[cH:3][n:4][c:5]([OH:19])[c:6]2[c:7]1[nH:8][c:9]1[cH:10][c:11]([C:15]([F:16])([F:17])[F:18])[cH:12][cH:13][c:14]21.[CH3:23][N:24]1[CH2:25][CH2:26][CH2:27][C:28]1=[O:29].[Cu:20][C:21]#[N:22]>>[c:2]1([C:21]#[N:22])[cH:3][n:4][c:5]([OH:19])[c:6]2[c:7]1[nH:8][c:9]1[cH:10][c:11]([C:15]([F:16])([F:17])[F:18])[cH:12][cH:13][c:14]21. The reactants are intermediate j, C(C)OC(=O)C1=CC=2C(=NC(=C(C2)OCC)Br)N1 (6-bromo-5-ethoxy-1H-pyrrolo[2,3-b]pyridine-2-carboxylic acid ethyl ester), CC(C)([O-])C.[K+] (potassium tert-butoxide), C(C)(C)(C)OC(=O)N1S(O[C@H](C1)C)(=O)=O ((S)-5-methyl-2,2-dioxo-[1,2,3]oxathiazolidine-3-carboxylic acid tert-butyl ester). The product is C(C)OC(=O)C1=CC=2C(=NC(=C(C2)OCC)Br)N1[C@@H](CNC(=O)OC(C)(C)C)C ((R)-6-Bromo-1-(2-tert-butoxycarbonylamino-1-methyl-ethyl)-5-ethoxy-1H-pyrrolo[2,3-b]pyridine-2-carboxylic acid ethyl ester). As a reaction SMILES: [CH2:1]([O:3][C:4]([C:6]1[NH:18][C:9]2=[N:10][C:11]([Br:17])=[C:12]([O:14][CH2:15][CH3:16])[CH:13]=[C:8]2[CH:7]=1)=[O:5])[CH3:2].CC(C)([O-])C.[K+].[C:25]([O:29][C:30]([N:32]1[CH2:36][C@H:35]([CH3:37])OS1(=O)=O)=[O:31])([CH3:28])([CH3:27])[CH3:26]>>[CH2:1]([O:3][C:4]([C:6]1[N:18]([C@H:35]([CH3:37])[CH2:36][NH:32][C:30]([O:29][C:25]([CH3:28])([CH3:27])[CH3:26])=[O:31])[C:9]2=[N:10][C:11]([Br:17])=[C:12]([O:14][CH2:15][CH3:16])[CH:13]=[C:8]2[CH:7]=1)=[O:5])[CH3:2] |f:1.2|. Procedure details: This compound was prepared in analogy to example 3, intermediate j) from 6-bromo-5-ethoxy-1H-pyrrolo[2,3-b]pyridine-2-carboxylic acid ethyl ester, potassium tert-butoxide and (S)-5-methyl-2,2-dioxo-[1,2,3]oxathiazolidine-3-carboxylic acid tert-butyl ester.